Dataset: the Open Reaction Database (ORD), a public repository of structured organic reaction records. Task: describe an organic reaction: reactants, conditions, products, and yield Starting materials: N#CBr (cyanogen bromide), CS(=O)(=O)C1=CC=C(OCC2=NC=C(C=C2)C2CCNCC2)C=C1 (4-[2-(4-methanesulfonylphenoxymethyl)pyridin-5-yl]piperidine), C(O)([O-])=O.[Na+] (sodium hydrogen carbonate), C(O)([O-])=O.[Na+] (sodium hydrogen carbonate). The solvent is ClCCl (dichloromethane), ClCCl (dichloromethane), O (water). Reaction conditions: temperature 0 celsius, time 30 minute. Yields the product CS(=O)(=O)C1=CC=C(OCC2=NC=C(C=C2)C2CCN(CC2)C#N)C=C1 (4-[2-(4-Methanesulfonylphenoxymethyl)pyridin-5-yl]piperidin-1-carbonitrile). Isolated yield 85.7%. As a reaction SMILES: [CH3:1][S:2]([C:5]1[CH:24]=[CH:23][C:8]([O:9][CH2:10][C:11]2[CH:16]=[CH:15][C:14]([CH:17]3[CH2:22][CH2:21][NH:20][CH2:19][CH2:18]3)=[CH:13][N:12]=2)=[CH:7][CH:6]=1)(=[O:4])=[O:3].C(=O)([O-])O.[Na+].[N:30]#[C:31]Br>ClCCl.O>[CH3:1][S:2]([C:5]1[CH:6]=[CH:7][C:8]([O:9][CH2:10][C:11]2[CH:16]=[CH:15][C:14]([CH:17]3[CH2:22][CH2:21][N:20]([C:31]#[N:30])[CH2:19][CH2:18]3)=[CH:13][N:12]=2)=[CH:23][CH:24]=1)(=[O:3])=[O:4] |f:1.2|. Procedure: To a solution of 4-[2-(4-methanesulfonylphenoxymethyl)pyridin-5-yl]piperidine (124 mg, 0.358 mmol) in dichloromethane (1 mL) was added a solution of sodium hydrogen carbonate (60 mg, 0.716 mmol) in water (0.5 mL). The mixture was cooled in an ice bath followed by the addition of a solution of cyanogen bromide (45 mg, 0.430 mmol) in dichloromethane (1 mL). The mixture was stirred at 0° C. for 30 minutes and then stirred at room temperature for an additional 1 hour. The mixture was poured into sat... The reactants are S1C(SCC1)C=1C=C(C2=C(OC(C3C2CC(=CC3)C)(C)C)C1)O (3-(1,3-dithiolan-2-yl)-6a,7,10,10a-tetrahydro-6,6,9-trimethyl-6H-dibenzo[b,d]pyran-1-ol), mercuric oxide, B(F)(F)F (boron trifluoride), O (water). Run in O1CCCC1 (tetrahydrofuran). Yields the product C(=O)C=1C=C(C2=C(OC(C3C2CC(=CC3)C)(C)C)C1)O (3-formyl-6a,7,10,10a-tetrahydro-6,6,9-trimethyl-6H-dibenzo[ b,d]pyran-1-ol). As a reaction SMILES: S1CCS[CH:2]1[C:6]1[CH:7]=[C:8]([OH:23])[C:9]2[CH:14]3[CH2:15][C:16]([CH3:19])=[CH:17][CH2:18][CH:13]3[C:12]([CH3:21])([CH3:20])[O:11][C:10]=2[CH:22]=1.B(F)(F)F.[OH2:28]>O1CCCC1>[CH:2]([C:6]1[CH:7]=[C:8]([OH:23])[C:9]2[CH:14]3[CH2:15][C:16]([CH3:19])=[CH:17][CH2:18][CH:13]3[C:12]([CH3:20])([CH3:21])[O:11][C:10]=2[CH:22]=1)=[O:28]. Procedure details: 3-(1,3-dithiolan-2-yl)-6a,7,10,10 a-tetrahydro-6,6,9-trimethyl-6H-dibenzo[b,d]pyran-1-ol (VI) in the fourth step is then treated with mercuric oxide and boron trifluoride in an aqueous reaction medium containing an organic solvent which is water miscible, such as tetrahydrofuran. The oxidative cleavage is effected at room temperature to produce 3-formyl-6a,7,10,10a-tetrahydro-6,6,9-trimethyl-6H-dibenzo[ b,d]pyran-1-ol which can then be isolated by routine means. Starting materials: O=C([O-])O, CCOC(=O)CC1CCc2cc(NC(=O)OC(C)(C)C)ccc2O1, Cc1ccccc1, [Na+], O=C(O)C(F)(F)F, Cc1ccccc1. Yields the product CCOC(=O)CC1CCc2cc(N)ccc2O1. Reaction SMILES: [C:39](=[O:40])([OH:41])[O-:42].[C:8]([O:9][C:10](=[O:11])[NH:15][c:16]1[cH:17][c:18]2[c:23]([cH:24][cH:25]1)[O:22][CH:21]([CH2:26][C:27](=[O:28])[O:29][CH2:30][CH3:31])[CH2:20][CH2:19]2)([CH3:12])([CH3:13])[CH3:14].[CH3:44][c:45]1[cH:46][cH:47][cH:48][cH:49][cH:50]1.[Na+:43].[OH:32][C:33]([C:34]([F:35])([F:36])[F:37])=[O:38].[c:1]1([CH3:2])[cH:3][cH:4][cH:5][cH:6][cH:7]1>>[NH2:15][c:16]1[cH:17][c:18]2[c:23]([cH:24][cH:25]1)[O:22][CH:21]([CH2:26][C:27](=[O:28])[O:29][CH2:30][CH3:31])[CH2:20][CH2:19]2. Reactants: C(C)O (ethanol), C(C(C)C)(=O)N1CCS(C2=C(C1C)C=C(S2)S(N)(=O)=O)(=O)=O (4-isobutyryl-5(R,S)-methyl-7-sulfamoyl-2,3,4,5-tetrahydrothieno[3,2-f]-1,4-thiazepine-1,1-dioxide), Cl (HCl), C(=O)(O)[O-].[Na+] (NaHCO3). Run in O (water). Conditions: temperature 100 celsius. The product is Cl.CC1NCCS(C2=C1C=C(S2)S(N)(=O)=O)(=O)=O (5(R,S)-methyl-7-sulfamoyl-2,3,4,5-tetrahydrothieno[3,2-f]-1,4-thiazepine-1,1-dioxide hydrochloride). The yield is 80.0%. RXN SMILES: C([N:6]1[CH:12]([CH3:13])[C:11]2[CH:14]=[C:15]([S:17](=[O:20])(=[O:19])[NH2:18])[S:16][C:10]=2[S:9](=[O:22])(=[O:21])[CH2:8][CH2:7]1)(=O)C(C)C.C(O)C.C([O-])(O)=O.[Na+].[ClH:31]>O>[ClH:31].[CH3:13][CH:12]1[C:11]2[CH:14]=[C:15]([S:17](=[O:19])(=[O:20])[NH2:18])[S:16][C:10]=2[S:9](=[O:22])(=[O:21])[CH2:8][CH2:7][NH:6]1 |f:2.3,6.7|. Procedure details: A suspension of 4-isobutyryl-5(R,S)-methyl-7-sulfamoyl-2,3,4,5-tetrahydrothieno[3,2-f]-1,4-thiazepine-1,1-dioxide (500 mg, 1.5 mmol) in water (8 mL) and concentrated HCl (4 mL) containing ethanol (3 mL) was warmed at 100° C. for 2 days. The cooled solution was made weakly basic with NaHCO3 and the product was extracted into ethyl acetate. The extract was dried (Na2SO4), filtered through a pad of charcoal and the solvent evaporated. Trituration of this residue afforded 361 mg (80%) of title compo... The reactants are BrCCCCCCBr, C1CCOC1, CCSCCO, CCCCCC, [H-], [Na+]. Product: CCSCCOCCCCCCBr. RXN SMILES: [Br:9][CH2:10][CH2:11][CH2:12][CH2:13][CH2:14][CH2:15][Br:16].[CH2:23]1[O:24][CH2:25][CH2:26][CH2:27]1.[CH2:3]([CH2:4][S:5][CH2:6][CH3:7])[OH:8].[CH3:17][CH2:18][CH2:19][CH2:20][CH2:21][CH3:22].[H-:2].[Na+:1]>>[CH2:3]([CH2:4][S:5][CH2:6][CH3:7])[O:8][CH2:15][CH2:14][CH2:13][CH2:12][CH2:11][CH2:10][Br:9].